From a dataset of the Open Reaction Database (ORD), a public repository of structured organic reaction records. describe an organic reaction: reactants, conditions, products, and yield Starting materials: C1(=CC=C(C=C1)S(=O)(=O)Cl)C (p-toluenesulfonyl chloride), CC1NN2C(=NC=3C=NC4=CC=CC=C4C32)CC1 (10-methyl-8,9,10,11-tetrahydropyridazino[1′,6′:1,2]imidazo[4,5-c]quinoline), [NH4+].[OH-] (NH4OH), ClC=1C=C(C(=O)OO)C=CC1 (3-chloroperoxybenzoic acid). Solvent: C(Cl)(Cl)Cl (chloroform), O (water), C(Cl)(Cl)Cl (chloroform), CO (methanol), C(Cl)(Cl)Cl (chloroform). Reaction conditions: time 30 minute. Product: CC1NN2C(=NC=3C(=NC4=CC=CC=C4C32)N)CC1 (10-methyl-8,9,10,11-tetrahydropyridazino[1′,6′:1,2]imidazo[4,5-c]quinolin-6-amine). RXN SMILES: [CH3:1][CH:2]1[CH2:18][CH2:17][C:5]2=[N:6][C:7]3[CH:8]=[N:9][C:10]4[C:15]([C:16]=3[N:4]2[NH:3]1)=[CH:14][CH:13]=[CH:12][CH:11]=4.ClC1C=C(C=CC=1)C(OO)=O.[NH4+:30].[OH-].C1(C)C=CC(S(Cl)(=O)=O)=CC=1>C(Cl)(Cl)Cl.O.CO>[CH3:1][CH:2]1[CH2:18][CH2:17][C:5]2=[N:6][C:7]3[C:8]([NH2:30])=[N:9][C:10]4[C:15]([C:16]=3[N:4]2[NH:3]1)=[CH:14][CH:13]=[CH:12][CH:11]=4 |f:2.3|. Reported procedure: A solution of 10-methyl-8,9,10,11-tetrahydropyridazino[1′,6′:1,2]imidazo[4,5-c]quinoline (1.56 g, 6.55 mmol) in chloroform (50 mL) was chilled in a cold water bath and treated with 3-chloroperoxybenzoic acid (2.35 g, 8.18 mmol, 70%). After 30 min, the reaction mixture was treated with concentrated NH4OH (25 mL), stirred rapidly to homogenize, and then treated with p-toluenesulfonyl chloride (1.31 g, 6.88 mmol). After 20 min, the mixture was diluted with chloroform (25 mL) and water (25 mL) trans... Reactants: NC1=C(C(=C(C2=C1C(C=C(O2)C2=CC(=C(C=C2)N)F)=O)F)C(=O)OCC)F (5-Amino-2-(4-amino-3-fluorophenyl)-7-ethoxycarbonyl-6,8-difluoro-4H-1-benzopyran-4-one), [OH-].[Na+] (sodium hydroxide), C(C)O (ethanol), aqueous solution. Solvent: CO (methanol). Conditions: temperature 50 celsius, time 2.5 hour. Product: NC1=C(C(=C(C2=C1C(C=C(O2)C2=CC(=C(C=C2)N)F)=O)F)C(=O)O)F (5-Amino-2-(4-amino-3-fluorophenyl)-7-carboxy-6,8-difluoro-4H-1-benzopyran-4-one). The yield is 90.1%. Reaction SMILES: [NH2:1][C:2]1[C:7]2[C:8](=[O:20])[CH:9]=[C:10]([C:12]3[CH:17]=[CH:16][C:15]([NH2:18])=[C:14]([F:19])[CH:13]=3)[O:11][C:6]=2[C:5]([F:21])=[C:4]([C:22]([O:24]CC)=[O:23])[C:3]=1[F:27].C(O)C.[OH-].[Na+]>CO>[NH2:1][C:2]1[C:7]2[C:8](=[O:20])[CH:9]=[C:10]([C:12]3[CH:17]=[CH:16][C:15]([NH2:18])=[C:14]([F:19])[CH:13]=3)[O:11][C:6]=2[C:5]([F:21])=[C:4]([C:22]([OH:24])=[O:23])[C:3]=1[F:27] |f:2.3|. Reported procedure: 121 mg (0.320 mmol) of Compound 92 obtained in Example 92 (2) was suspended in a mixed solvent of 10 mL of ethanol and 5 mL of methanol, 0.4 mL of a 5N aqueous solution of sodium hydroxide was added and the mixture was stirred at 50° C. for 2.5 hours. The reaction solution was cooled on ice, the solution was adjusted to pH 4 and the precipitated crystals were collected by filtration to give 101 mg of Compound 93 (yield: 90%). The reactants are C(CC(=O)C)(=O)OCC (ethyl acetoacetate), N1CCCCC1 (piperidine), solvent, C(CCCCCCCCCCCCCCCCC)N (octadecylamine), C(#N)CC(=O)OCC (ethyl cyanoacetate), Cl (hydrochloric acid). Solvent: COCCOC (1,2-dimethoxyethane), C1(=CC=CC=C1)C (toluene), O (water), CO (methanol). Run at temperature 120 celsius, time 24 hour. Product: C(CCCCCCCCCCCCCCCCC)N1C(C=CC=C1)=O (N-stearyl pyridone), C(CCCCCCCCCCCCCCCCC)N1CC=CC=C1 (N-stearyl pyridine). Isolated yield 174.3%. As a reaction SMILES: [CH2:1]([NH2:19])[CH2:2][CH2:3][CH2:4][CH2:5][CH2:6][CH2:7][CH2:8][CH2:9][CH2:10][CH2:11][CH2:12][CH2:13][CH2:14][CH2:15][CH2:16][CH2:17][CH3:18].[C:20]([CH2:22][C:23]([O:25]CC)=O)#N.[C:28](OCC)(=O)[CH2:29]C(C)=O.[NH:37]1[CH2:42][CH2:41][CH2:40][CH2:39][CH2:38]1.Cl>O.CO.COCCOC.C1(C)C=CC=CC=1>[CH2:1]([N:19]1[CH:29]=[CH:28][CH:20]=[CH:22][C:23]1=[O:25])[CH2:2][CH2:3][CH2:4][CH2:5][CH2:6][CH2:7][CH2:8][CH2:9][CH2:10][CH2:11][CH2:12][CH2:13][CH2:14][CH2:15][CH2:16][CH2:17][CH3:18].[CH2:18]([N:37]1[CH:42]=[CH:41][CH:40]=[CH:39][CH2:38]1)[CH2:17][CH2:16][CH2:15][CH2:14][CH2:13][CH2:12][CH2:11][CH2:10][CH2:9][CH2:8][CH2:7][CH2:6][CH2:5][CH2:4][CH2:3][CH2:2][CH3:1]. Reported procedure: N-stearyl pyridone was prepared as follows. Into a 2 liter flask equipped with stirrer and temperature thermostat was charged octadecylamine (stearylamine, 18.9 grams, 0.07 mol; obtained from Sigma-Aldrich Co.) followed with ethyl cyanoacetate (7.9 grams, 0.07 mol; obtained from Spectrum Chemicals, New Brunswick, N.J.). The resulting mixture was stirred and heated to 120° C. internal temperature for 1 hour. To the hot reaction mixture was then sequentially added ethyl acetoacetate (10.08 grams, ... Starting materials: [K] (potassium), O (water), Cl (hydrochloric acid), O.C1(=CC=C(C=C1)S(=O)(=O)O)C (p-toluenesulfonic acid monohydrate), aqueous solution, D-alanine-N-carboxyanhydride. Run in O1CCCC1 (tetrahydrofuran). Run at temperature 3 celsius, time 18 hour. Product: CC=1C=CC(=CC1)S(=O)(=O)O (p-toluenesulfonate). Yield: 189.0%. Reaction SMILES: O.Cl.[K].O.[C:5]1([CH3:15])[CH:10]=[CH:9][C:8]([S:11]([OH:14])(=[O:13])=[O:12])=[CH:7][CH:6]=1>O1CCCC1>[CH3:15][C:5]1[CH:10]=[CH:9][C:8]([S:11]([OH:14])(=[O:13])=[O:12])=[CH:7][CH:6]=1 |f:3.4,^1:2|. Procedure: 40 ml of water and 30 g (0.296 mole) of 36% hydrochloric acid were placed in a 300-ml flask as a reactor, and cooled to 3° C. Thereto was dropwise added, at 2 to 5° C. with stirring, 48.0 g (0.056 mole) of an aqueous solution of a potassium salt of 2-amino-5-fluororothophenol, followed by stirring for 1 hour. The system had a pH of 5.23. Thereto were added 9.7 g (0.051 mole) of p-toluenesulfonic acid monohydrate and 15 ml of tetrahydrofuran, followed by stirring for 30 minutes. Thereto was added... Reactants: CCc1nc2ccccc2n1-c1nc(N2CCOCC2)c2nc(CBr)n(C)c2n1, CC(C)(CO)C1CCNCC1. Yields the product CCc1nc2ccccc2n1-c1nc(N2CCOCC2)c2nc(CN3CCC(C(C)(C)CO)CC3)n(C)c2n1. RXN SMILES: [Br:1][CH2:2][c:3]1[n:4]([CH3:29])[c:5]2[n:6][c:7](-[n:18]3[c:19]([CH2:27][CH3:28])[n:20][c:21]4[c:22]3[cH:23][cH:24][cH:25][cH:26]4)[n:8][c:9]([N:12]3[CH2:13][CH2:14][O:15][CH2:16][CH2:17]3)[c:10]2[n:11]1.[CH3:30][C:31]([CH2:32][OH:33])([CH3:34])[CH:35]1[CH2:36][CH2:37][NH:38][CH2:39][CH2:40]1>>[CH2:2]([c:3]1[n:4]([CH3:29])[c:5]2[n:6][c:7](-[n:18]3[c:19]([CH2:27][CH3:28])[n:20][c:21]4[c:22]3[cH:23][cH:24][cH:25][cH:26]4)[n:8][c:9]([N:12]3[CH2:13][CH2:14][O:15][CH2:16][CH2:17]3)[c:10]2[n:11]1)[N:38]1[CH2:37][CH2:36][CH:35]([C:31]([CH3:30])([CH2:32][OH:33])[CH3:34])[CH2:40][CH2:39]1. Reactants: CC1C(C2=CC=CC=C2CC1)=O (2-methyl-1-tetralon), C(C)OC(CCCCBr)=O (ethyl-5-bromo-pentanoate), O (water), [H-].[Na+] (NaH). Solvent: C1CCOC1 (THF), C1CCOC1 (THF), C1CCOC1 (THF). Conditions: time 30 minute. Yields the product C(C)OC(CCCCC1(C(C2=CC=CC=C2CC1)=O)C)=O (ethyl-5-(2-Methyl-1-oxo-1,2,3,4-tetrahydro-naphthalen-2-yl)-pentanoate). As a reaction SMILES: [H-].[Na+].[CH3:3][CH:4]1[CH2:13][CH2:12][C:11]2[C:6](=[CH:7][CH:8]=[CH:9][CH:10]=2)[C:5]1=[O:14].[CH2:15]([O:17][C:18](=[O:24])[CH2:19][CH2:20][CH2:21][CH2:22]Br)[CH3:16].O>C1COCC1>[CH2:15]([O:17][C:18](=[O:24])[CH2:19][CH2:20][CH2:21][CH2:22][C:4]1([CH3:3])[CH2:13][CH2:12][C:11]2[C:6](=[CH:7][CH:8]=[CH:9][CH:10]=2)[C:5]1=[O:14])[CH3:16] |f:0.1|. Procedure details: To a suspension of 0.86 g NaH in 40 mL of dry THF are added 5.0 g 2-methyl-1-tetralon in 20 mL of THF. After stirring for 30 min, 7.5 g ethyl-5-bromo-pentanoate in 20 mL of THF are added and the mixture is refluxed for 6 h. The cooled mixture is poured into water and extracted with ethylacetate. The extract is evaporated yielding crude ethyl-5-(2-Methyl-1-oxo-1,2,3,4-tetrahydro-naphthalen-2-yl)-pentanoate (6a) which is purified by column chromatography, yielding 3.6 g of pure 6a. 6a is converted... Starting materials: solution, C(CCC)[Li] (n-butyllithium), C(C)(C)NC(C)C (N,N-diisopropylamine), BrC1=C(C=C(C=C1)F)OC (1-bromo-4-fluoro-2-methoxy-benzene), C(=O)N1CCCCC1 (N-formylpiperidine). As a reaction SMILES: C([Li])CCC.C(NC(C)C)(C)C.[Br:13][C:14]1[CH:19]=[CH:18][C:17]([F:20])=[CH:16][C:15]=1[O:21][CH3:22].[CH:23](N1CCCCC1)=[O:24]>CCCCCC.O1CCCC1.O.C(O)(=O)C>[Br:13][C:14]1[C:15]([O:21][CH3:22])=[C:16]([C:17]([F:20])=[CH:18][CH:19]=1)[CH:23]=[O:24]. The solvent is CCCCCC (hexane), O1CCCC1 (tetrahydrofuran), O (water), C(C)(=O)O (acetic acid). Yields the product BrC=1C(=C(C=O)C(=CC1)F)OC (3-Bromo-6-fluoro-2-methoxy-benzaldehyde). Conditions: time 10 minute. Procedure: In an atmosphere of nitrogen gas, 18.7 ml of a 2.66 M solution of n-butyllithium in hexane was added to a solution of 5 g of N,N-diisopropylamine in 89 ml tetrahydrofuran at −78° C. After stirring at the same temperature for 1 hour and 10 minutes, 9.27 g of 1-bromo-4-fluoro-2-methoxy-benzene obtained in Production Example II-1-a was added dropwise. After stirring at the same temperature for 1.5 hours, 5.52 ml of N-formylpiperidine was added dropwise. After stirring at the same temperature for 25...